From a dataset of the Open Reaction Database (ORD), a public repository of structured organic reaction records. describe an organic reaction: reactants, conditions, products, and yield Reactants: C1(=CC=CC=C1)NC(=O)C=1C(N(C2=CC=CC=C2C1OC)C)=O (N-phenyl-1,2-dihydro-4-methoxy-1-methyl-2-oxo-quinoline-3-carboxamide), Cl (hydrochloric acid), [OH-].[Na+] (sodium hydroxide). Yields the product C1(=CC=CC=C1)NC(=O)C=1C(N(C2=CC=CC=C2C1O)C)=O.N1=CC=CC=C1 (pyridine N-phenyl-1,2-dihydro-4-hydroxy-1-methyl-2-oxo-quinoline-3-carboxamide). As a reaction SMILES: [C:1]1([NH:7][C:8]([C:10]2[C:11](=[O:23])[N:12]([CH3:22])[C:13]3[C:18]([C:19]=2[O:20]C)=[CH:17][CH:16]=[CH:15][CH:14]=3)=[O:9])[CH:6]=[CH:5][CH:4]=[CH:3][CH:2]=1.Cl.[OH-].[Na+]>>[C:1]1([NH:7][C:8]([C:10]2[C:11](=[O:23])[N:12]([CH3:22])[C:13]3[C:18]([C:19]=2[OH:20])=[CH:17][CH:16]=[CH:15][CH:14]=3)=[O:9])[CH:2]=[CH:3][CH:4]=[CH:5][CH:6]=1.[N:12]1[CH:13]=[CH:18][CH:19]=[CH:10][CH:11]=1 |f:2.3,4.5|. Reported procedure: A mixture of one part of N-phenyl-1,2-dihydro-4-methoxy-1-methyl-2-oxo-quinoline-3-carboxamide (prepared according to Example 6) and 5 parts of 5 molar aqueous hydrochloric acid is refluxed for 2.5 h, cooled to room temperature and then neutralized with aqueous sodium hydroxide solution. The crystalline product obtained is filtered off and recrystallized from pyridine to give N-phenyl-1,2-dihydro-4-hydroxy-1-methyl-2-oxo-quinoline-3-carboxamide (1) (the same compound as 1:1). M. p. 199°-200° C. Reactants: CC(C)N, CCOC(C)=O, O=C([O-])c1ccccc1, CCOC(=O)c1c[nH]c2cccc(OCC3CO3)c12, O=C(O)c1ccccc1. Yields the product CCOC(=O)c1c[nH]c2cccc(OCC(O)CNC(C)C)c12. As a reaction SMILES: [CH3:20][CH:21]([CH3:22])[NH2:23].[CH3:42][CH2:43][O:44][C:45](=[O:46])[CH3:47].[O-:33][C:34]([c:35]1[cH:36][cH:37][cH:38][cH:39][cH:40]1)=[O:41].[O:1]1[CH:2]([CH2:3][O:4][c:5]2[c:6]3[c:7]([C:14](=[O:15])[O:16][CH2:17][CH3:18])[cH:8][nH:9][c:10]3[cH:11][cH:12][cH:13]2)[CH2:19]1.[OH:24][C:25]([c:26]1[cH:27][cH:28][cH:29][cH:30][cH:31]1)=[O:32]>>[OH:1][CH:2]([CH2:3][O:4][c:5]1[c:6]2[c:7]([C:14](=[O:15])[O:16][CH2:17][CH3:18])[cH:8][nH:9][c:10]2[cH:11][cH:12][cH:13]1)[CH2:19][NH:23][CH:21]([CH3:20])[CH3:22]. Starting materials: BrC=1C(=C(C=C(C1)C#N)NC(OC(C)(C)C)=O)Cl (Tert-butyl (3-bromo-2-chloro-5-cyanophenyl)carbamate), CN(C(=O)C1N(CCNC1)C(=O)OC(C)(C)C)C (tert-butyl 2-(dimethylcarbamoyl)piperazine-1-carboxylate), C=1C=CC(=CC1)P(C=2C=CC=CC2)C3=CC=C4C=CC=CC4=C3C5=C6C=CC=CC6=CC=C5P(C=7C=CC=CC7)C=8C=CC=CC8 (BINAP), C(=O)([O-])[O-].[Cs+].[Cs+] (Cs2CO3). The reagents and catalysts are C=1C=CC(=CC1)/C=C/C(=O)/C=C/C2=CC=CC=C2.C=1C=CC(=CC1)/C=C/C(=O)/C=C/C2=CC=CC=C2.C=1C=CC(=CC1)/C=C/C(=O)/C=C/C2=CC=CC=C2.[Pd].[Pd] (Pd2(dba)3), catalyst, catalyst. The solvent is C1(=CC=CC=C1)C (toluene). Run at temperature 105 celsius. Yields the product C(C)(C)(C)OC(=O)NC=1C(=C(C=C(C1)C#N)N1CC(N(CC1)C(=O)OC(C)(C)C)C(N(C)C)=O)Cl (Tert-butyl 4-(3-((tert-butoxycarbonyl)amino)-2-chloro-5-cyanophenyl)-2-(dimethylcarbamoyl)piperazine-1-carboxylate). The yield is 35.2%. Reaction SMILES: Br[C:2]1[C:3]([Cl:18])=[C:4]([NH:10][C:11](=[O:17])[O:12][C:13]([CH3:16])([CH3:15])[CH3:14])[CH:5]=[C:6]([C:8]#[N:9])[CH:7]=1.[CH3:19][N:20]([CH3:36])[C:21]([CH:23]1[CH2:28][NH:27][CH2:26][CH2:25][N:24]1[C:29]([O:31][C:32]([CH3:35])([CH3:34])[CH3:33])=[O:30])=[O:22].C1C=CC(P(C2C(C3C(P(C4C=CC=CC=4)C4C=CC=CC=4)=CC=C4C=3C=CC=C4)=C3C(C=CC=C3)=CC=2)C2C=CC=CC=2)=CC=1.C([O-])([O-])=O.[Cs+].[Cs+]>C1C=CC(/C=C/C(/C=C/C2C=CC=CC=2)=O)=CC=1.C1C=CC(/C=C/C(/C=C/C2C=CC=CC=2)=O)=CC=1.C1C=CC(/C=C/C(/C=C/C2C=CC=CC=2)=O)=CC=1.[Pd].[Pd].C1(C)C=CC=CC=1>[C:13]([O:12][C:11]([NH:10][C:4]1[C:3]([Cl:18])=[C:2]([N:27]2[CH2:26][CH2:25][N:24]([C:29]([O:31][C:32]([CH3:33])([CH3:34])[CH3:35])=[O:30])[CH:23]([C:21](=[O:22])[N:20]([CH3:36])[CH3:19])[CH2:28]2)[CH:7]=[C:6]([C:8]#[N:9])[CH:5]=1)=[O:17])([CH3:16])([CH3:15])[CH3:14] |f:3.4.5,6.7.8.9.10|. Reported procedure: Tert-butyl (3-bromo-2-chloro-5-cyanophenyl)carbamate (834 mg, 2.52 mmol), tert-butyl 2-(dimethylcarbamoyl)piperazine-1-carboxylate (647 mg, 2.52 mmol), Pd2(dba)3 (230 mg, 0.252 mmol), BINAP (157 mg, 0.252 mmol), Cs2CO3 (1229 mg, 3.77 mmol), and toluene (20 mL) were combined in a 250 ml flask. The flask was evacuated and backfilled with N2 3×, and the reaction was heated at 105° C. for 12 h. LCMS indicated SM was still present, so an additional 0.1 eq. each of catalyst and ligand were added, and ... The reactants are C(=O)(C(F)(F)F)O (TFA), C(C)(C)(C)OC(=O)N1CC(C1)NC(CNC(C1=C(C=CC(=C1)C(F)(F)F)C(F)(F)F)=O)=O (3-[2-(2,5-bis-trifluoromethyl-benzoylamino)-acetylamino]-azetidine-1-carboxylic acid tert-butylester). Product: OC(=O)C(F)(F)F.N1CC(C1)NC(=O)CNC(C1=C(C=CC(=C1)C(F)(F)F)C(F)(F)F)=O (N-(Azetidin-3-ylcarbamoylmethyl)-2,5-bis-trifluoromethyl-benzamide TFA salt). RXN SMILES: [C:1]([OH:7])([C:3]([F:6])([F:5])[F:4])=[O:2].C(OC([N:15]1[CH2:18][CH:17]([NH:19][C:20](=[O:39])[CH2:21][NH:22][C:23](=[O:38])[C:24]2[CH:29]=[C:28]([C:30]([F:33])([F:32])[F:31])[CH:27]=[CH:26][C:25]=2[C:34]([F:37])([F:36])[F:35])[CH2:16]1)=O)(C)(C)C>>[OH:7][C:1]([C:3]([F:6])([F:5])[F:4])=[O:2].[NH:15]1[CH2:18][CH:17]([NH:19][C:20]([CH2:21][NH:22][C:23](=[O:38])[C:24]2[CH:29]=[C:28]([C:30]([F:33])([F:32])[F:31])[CH:27]=[CH:26][C:25]=2[C:34]([F:35])([F:37])[F:36])=[O:39])[CH2:16]1 |f:2.3|. Procedure details: The title compound was prepared as colorless oil from TFA de-protection of 3-[2-(2,5-bis-trifluoromethyl-benzoylamino)-acetylamino]-azetidine-1-carboxylic acid tert-butylester using the procedure described in Step D of Example 1. Reactants: O[PH2]=O (H3PO2), Br (HBr), FC1=CC=C(N)C=C1 (4-fluoroaniline), Br (HBr), FC1=C(N)C=CC(=C1)F (2,4-difluoroaniline), N(=O)[O-].[Na+] (NaNO2), Br (HBr), BrC1=C(N)C(=CC(=C1)F)F (2-bromo-4,6-difluoroaniline), BrC1=CC(=C(N)C=C1)F (4-bromo-2-fluoroaniline), BrC1=C(N)C=CC(=C1)F (2-bromo-4-fluoroaniline), BrBr (Br2), FC1=C(N)C=CC=C1 (2-fluoroaniline), BrBr (Br2). The product is BrC=1C=C(C=CC1)F (3-bromofluorobenzene), BrC1=CC(=CC(=C1)F)F (1-bromo-3,5-difluorobenzene). As a reaction SMILES: BrBr.[F:3][C:4]1[CH:10]=[CH:9][CH:8]=[CH:7][C:5]=1N.FC1C=CC(N)=CC=1.FC1C=C(F)C=CC=1N.[Br:28]C1C=C(F)C=CC=1N.[BrH:37].BrC1C=CC(N)=C([F:46])C=1.BrC1C=C(F)C=C(F)C=1N.N([O-])=O.[Na+].O[PH2]=O>>[Br:28][C:7]1[CH:5]=[C:4]([F:3])[CH:10]=[CH:9][CH:8]=1.[Br:37][C:9]1[CH:10]=[C:4]([F:3])[CH:5]=[C:7]([F:46])[CH:8]=1 |f:8.9|. Procedure details: In a particularly preferred embodiment of the present invention, Br2 is mixed with a starting material selected from the group consisting of 2-fluoroaniline, 4-fluoroaniline, 2,4-difluoroaniline or a mixture thereof. The Br2 is reacted with the selected starting material to form a corresponding intermediate material selected from the group consisting of 2-bromo-4-fluoroaniline.HBr, 4-bromo-2-fluoroaniline.HBr, 2-bromo-4,6-difluoroaniline.HBr and mixtures thereof. The resulting intermediate mater...